Dataset: the Open Reaction Database (ORD), a public repository of structured organic reaction records. Task: describe an organic reaction: reactants, conditions, products, and yield Reactants: NCCNCCN (diethylenetriamine), compound ( A ), ClCC(=O)NCCCCCC(=O)NC=1C(=C(C(=CC1I)I)CC(C(=O)O)CC)I (3-[[6-[(chloroacetyl)amino]-1-oxohexyl]amino]-α-ethyl-2,4,6-triiodobenzene propanoic acid). The product is NCCNCCNCC(=O)NCCCCCC(=O)NC=1C(=C(C(=CC1I)I)CC(C(=O)O)CC)I (3-[6-[[[2-[(2-aminoethyl)amino]ethyl]amino]acetyl amino]-1-oxohexyl]amino-α-ethyl-2,4,6-triiodobenzenepropanoic acid). Isolated yield 48.0%. RXN SMILES: [NH2:1][CH2:2][CH2:3][NH:4][CH2:5][CH2:6][NH2:7].Cl[CH2:9][C:10]([NH:12][CH2:13][CH2:14][CH2:15][CH2:16][CH2:17][C:18]([NH:20][C:21]1[C:22]([I:36])=[C:23]([CH2:29][CH:30]([CH2:34][CH3:35])[C:31]([OH:33])=[O:32])[C:24]([I:28])=[CH:25][C:26]=1[I:27])=[O:19])=[O:11]>>[NH2:1][CH2:2][CH2:3][NH:4][CH2:5][CH2:6][NH:7][CH2:9][C:10]([NH:12][CH2:13][CH2:14][CH2:15][CH2:16][CH2:17][C:18]([NH:20][C:21]1[C:22]([I:36])=[C:23]([CH2:29][CH:30]([CH2:34][CH3:35])[C:31]([OH:33])=[O:32])[C:24]([I:28])=[CH:25][C:26]=1[I:27])=[O:19])=[O:11]. Procedure: According to the procedure described in Example 1, 123 g of diethylenetriamine (0.16 mol) are reacted with 121.7 g of compound (A) 3-[[6-[(chloroacetyl)amino]-1-oxohexyl]amino]-α-ethyl-2,4,6-triiodobenzene propanoic acid. 64 g of 3-[6-[[[2-[(2-aminoethyl)amino]ethyl]amino]acetyl amino]-1-oxohexyl]amino-α-ethyl-2,4,6-triiodobenzenepropanoic acid (0.077 mol) are obtained. The reactants are C1(=CC=CC=C1)C=[N+]=[N-] (phenyl diazomethane), CSC (dimethylsulphide), C1(=CC=CC=C1)C=CC(=O)C1=CC=CC=C1 (chalcone). The reagents and catalysts are C(C)(=O)[O-].[Rh+2].C(C)(=O)[O-] (rhodium (II) acetate). Solvent: ClCCl (dichloromethane). Yields the product C(C1=CC=CC=C1)(=O)C1C(C1C1=CC=CC=C1)C1=CC=CC=C1 (1-Benzoyl-2,3-diphenylcyclopropane). Reaction SMILES: [C:1]1([CH:7]=[N+]=[N-])[CH:6]=[CH:5][CH:4]=[CH:3][CH:2]=1.CSC.[C:13]1([CH:19]=[CH:20][C:21]([C:23]2[CH:28]=[CH:27][CH:26]=[CH:25][CH:24]=2)=[O:22])[CH:18]=[CH:17][CH:16]=[CH:15][CH:14]=1>ClCCl.C([O-])(=O)C.[Rh+2].C([O-])(=O)C>[C:21]([CH:20]1[CH:7]([C:1]2[CH:6]=[CH:5][CH:4]=[CH:3][CH:2]=2)[CH:19]1[C:13]1[CH:14]=[CH:15][CH:16]=[CH:17][CH:18]=1)(=[O:22])[C:23]1[CH:28]=[CH:27][CH:26]=[CH:25][CH:24]=1 |f:4.5.6|. Procedure details: Phenyl diazomethane (prepared as in Example 36, 0.5 mmol in 3 ml of t-butyl methyl ether) was added to a stirred solution of dimethylsulphide (7.3 ml; 0.1 mmol), rhodium (II) acetate (2 mg; 0.005 mmol) and chalcone (103 mg; 0.5 mmol) in dichloromethane (2 ml) at room temperature over a period of 24 hours. After the addition was complete the solvent was removed in vacuo and the residue was chromatographed over silica [eluent dichloromethane:petrol (2:3)], to give the title compound as a 4:1 mixtu...